Dataset: the Open Reaction Database (ORD), a public repository of structured organic reaction records. Task: describe an organic reaction: reactants, conditions, products, and yield Starting materials: ClCCl, Cn1c(=O)oc2ccc(-c3ccc(CC(NC(=O)C4(NC(=O)OC(C)(C)C)CCOCC4)C(N)=O)cc3)cc21. Product: Cn1c(=O)oc2ccc(-c3ccc(CC(C#N)NC(=O)C4(NC(=O)OC(C)(C)C)CCOCC4)cc3)cc21. As a reaction SMILES: [Cl:40][CH2:41][Cl:42].[NH2:1][C:2]([CH:3]([CH2:4][c:5]1[cH:6][cH:7][c:8](-[c:11]2[cH:12][cH:13][c:14]3[c:15]([n:16]([CH3:20])[c:17](=[O:19])[o:18]3)[cH:21]2)[cH:9][cH:10]1)[NH:22][C:23](=[O:24])[C:25]1([NH:31][C:32]([O:33][C:34]([CH3:35])([CH3:36])[CH3:37])=[O:38])[CH2:26][CH2:27][O:28][CH2:29][CH2:30]1)=[O:39]>>[N:1]#[C:2][CH:3]([CH2:4][c:5]1[cH:6][cH:7][c:8](-[c:11]2[cH:12][cH:13][c:14]3[c:15]([n:16]([CH3:20])[c:17](=[O:19])[o:18]3)[cH:21]2)[cH:9][cH:10]1)[NH:22][C:23](=[O:24])[C:25]1([NH:31][C:32]([O:33][C:34]([CH3:35])([CH3:36])[CH3:37])=[O:38])[CH2:26][CH2:27][O:28][CH2:29][CH2:30]1. Starting materials: CCc1ccc2[nH]c3c(c2c1)CN(C)CC3, C=Cc1cnc(C)cn1, [K+], [OH-], O. As a reaction SMILES: [CH2:1]([CH3:2])[c:3]1[cH:4][c:5]2[c:6]3[c:7]([nH:8][c:9]2[cH:10][cH:11]1)[CH2:12][CH2:13][N:14]([CH3:16])[CH2:15]3.[CH3:19][c:20]1[n:21][cH:22][c:23]([CH:26]=[CH2:27])[n:24][cH:25]1.[K+:18].[OH-:17].[OH2:28]>>[CH2:1]([CH3:2])[c:3]1[cH:4][c:5]2[c:6]3[c:7]([n:8]([CH2:27][CH2:26][c:23]4[cH:22][n:21][c:20]([CH3:19])[cH:25][n:24]4)[c:9]2[cH:10][cH:11]1)[CH2:12][CH2:13][N:14]([CH3:16])[CH2:15]3. The product is CCc1ccc2c(c1)c1c(n2CCc2cnc(C)cn2)CCN(C)C1. Starting materials: NC=1C=C2C(=NC=NC2=CC1)Cl (6-amino-4-chloroquinazoline), C(C#CC)(=O)O (2-butynoic acid), ClC(=O)OCC(C)C (isobutyl chloroformate), CN1CCOCC1 (N-methyl morpholine), C([O-])(O)=O.[Na+] (sodium bicarbonate). The solvent is O1CCCC1 (tetrahydrofuran), O1CCCC1 (tetrahydrofuran), [Cl-].[Na+].O (brine). Run at time 10 minute. The product is ClC1=NC=NC2=CC=C(C=C12)CC#CC(=O)N ([4-chloro-6-quinazolinyl]-2-butynamide). RXN SMILES: [C:1]([OH:6])(=O)[C:2]#[C:3][CH3:4].ClC(OCC(C)C)=O.C[N:16]1CCOCC1.N[C:23]1[CH:24]=[C:25]2[C:30](=[CH:31][CH:32]=1)[N:29]=[CH:28][N:27]=[C:26]2[Cl:33].C(=O)(O)[O-].[Na+]>O1CCCC1.[Cl-].[Na+].O>[Cl:33][C:26]1[C:25]2[C:30](=[CH:31][CH:32]=[C:23]([CH2:4][C:3]#[C:2][C:1]([NH2:16])=[O:6])[CH:24]=2)[N:29]=[CH:28][N:27]=1 |f:4.5,7.8.9|. Procedure details: A solution of 1.64 g of 2-butynoic acid in 46 ml of tetrahydrofuran was cooled in an ice bath. A 2.34 ml portion of isobutyl chloroformate followed by a 4.13 ml portion of N-methyl morpholine were added. After about 10 minutes, this was poured into a solution of 6-amino-4-chloroquinazoline in 46 ml tetrahydrofuran. This mixture was stirred at room temperature for 2 hours. The mixture was poured into a mixture of brine and saturated sodium bicarbonate and extracted with ether. The ether solution ... The reactants are CC=1N=C(N2N=C(N=CC21)SC)C2=CC=CC=C2 (5-methyl-2-(methylthio)-7-phenylimidazo[5,1-f][1,2,4]triazine), CC=1N=C(N2N=C(N=CC21)S(=O)(=O)C)C2=CC=CC=C2 (5-Methyl-2-(methylsulfonyl)-7-phenylimidazo[5,1-f][1,2,4]triazine), N1(CCOCC1)CCOC=1C=C(C=CC1)N ((3-{[2-(4-morpholinyl)ethyl]oxy}phenyl)amine). The solvent is C(C)O (ethanol). Product: CC=1N=C(N2N=C(N=CC21)NC2=CC(=CC=C2)OCCN2CCOCC2)C2=CC=CC=C2 (5-methyl-N-(3-{[2-(4-morpholinyl)ethyl]oxy}phenyl)-7-phenylimidazo[5,1-f][1,2,4]triazin-2-amine). The yield is 24.6%. As a reaction SMILES: [CH3:1][C:2]1[N:3]=[C:4]([C:13]2[CH:18]=[CH:17][CH:16]=[CH:15][CH:14]=2)[N:5]2[C:10]=1[CH:9]=[N:8][C:7](SC)=[N:6]2.CC1N=C(C2C=CC=CC=2)N2C=1C=NC(S(C)(=O)=O)=N2.[N:39]1([CH2:45][CH2:46][O:47][C:48]2[CH:49]=[C:50]([NH2:54])[CH:51]=[CH:52][CH:53]=2)[CH2:44][CH2:43][O:42][CH2:41][CH2:40]1>C(O)C>[CH3:1][C:2]1[N:3]=[C:4]([C:13]2[CH:18]=[CH:17][CH:16]=[CH:15][CH:14]=2)[N:5]2[C:10]=1[CH:9]=[N:8][C:7]([NH:54][C:50]1[CH:51]=[CH:52][CH:53]=[C:48]([O:47][CH2:46][CH2:45][N:39]3[CH2:40][CH2:41][O:42][CH2:43][CH2:44]3)[CH:49]=1)=[N:6]2. Procedure details: Applying the displacement procedure, using 5-methyl-2-(methylthio)-7-phenylimidazo[5,1-f][1,2,4]triazine (Intermediate 72) (50 mg, 0.17 mmol), (3-{[2-(4-morpholinyl)ethyl]oxy}phenyl)amine (38 mg, 0.17 mmol) and ethanol (2.5 mL) to afford 5-methyl-N-(3-{[2-(4-morpholinyl)ethyl]oxy}phenyl)-7-phenylimidazo[5,1-f][1,2,4]triazin-2-amine (18 mg) as a yellow solid. MS m/z 431 (M+1). Procedure details: 1N H2SO4 (2 mL) was added to 1-benzothiazol-6-yl-3-(2,2-dimethoxy-ethyl)-urea (I-142a: 300 mg) and the resulting mixture was stirred at 0° C. for 30 minutes. The reaction mixture was heated to 50° C. for 2 hours. The reaction was monitored by TLC (10% MeOH in CHCl3). The reaction mixture was cooled to 0° C. and basified with 10% KOH solution. The precipitate was collected, washed with water and dried under reduced pressure to afford 170 mg of 1-Benzothiazol-6-yl-1,3-dihydro-imidazol-2-one (73.59... Solvent: C(Cl)(Cl)Cl (CHCl3). RXN SMILES: OS(O)(=O)=O.[S:6]1[C:10]2[CH:11]=[C:12]([NH:15][C:16]([NH:18][CH2:19][CH:20](OC)OC)=[O:17])[CH:13]=[CH:14][C:9]=2[N:8]=[CH:7]1.CO.[OH-].[K+]>C(Cl)(Cl)Cl>[S:6]1[C:10]2[CH:11]=[C:12]([N:15]3[CH:20]=[CH:19][NH:18][C:16]3=[O:17])[CH:13]=[CH:14][C:9]=2[N:8]=[CH:7]1 |f:3.4|. The reactants are [OH-].[K+] (KOH), OS(=O)(=O)O (H2SO4), S1C=NC2=C1C=C(C=C2)NC(=O)NCC(OC)OC (1-benzothiazol-6-yl-3-(2,2-dimethoxy-ethyl)-urea), CO (MeOH). Isolated yield 73.4%. Product: S1C=NC2=C1C=C(C=C2)N2C(NC=C2)=O (1-Benzothiazol-6-yl-1,3-dihydro-imidazol-2-one). Conditions: temperature 0 celsius, time 30 minute.